This data is from the Open Reaction Database (ORD), a public repository of structured organic reaction records. The task is: describe an organic reaction: reactants, conditions, products, and yield Starting materials: [BH4-], C1CCOC1, CO, I, [Na+], NC(=O)c1cccc2c1OCC2. Product: NCc1cccc2c1OCC2. RXN SMILES: [BH4-:13].[CH2:18]1[O:19][CH2:20][CH2:21][CH2:22]1.[CH3:16][OH:17].[I:15].[Na+:14].[O:1]1[CH2:2][CH2:3][c:4]2[c:5]1[c:6]([C:10](=[O:11])[NH2:12])[cH:7][cH:8][cH:9]2>>[O:1]1[CH2:2][CH2:3][c:4]2[c:5]1[c:6]([CH2:10][NH2:12])[cH:7][cH:8][cH:9]2. Starting materials: [Na+].BrC1=CC=C(C=C1)S(=O)[O-] (4-bromophenylsulfinic acid sodium salt), C(C)(C)(C)OC(C=C)=O (2-propenoic acid t-butyl ester), C(C)O (ethanol), C(C)(=O)O (acetic acid), C(C)(C)(C)OC(C=C)=O (2-propenoic acid t-butyl ester). The solvent is C(C)(=O)OCC (ethyl acetate). Conditions: time 12 hour. The product is C(C)(C)(C)OC(CCS(=O)(=O)C1=CC=C(C=C1)Br)=O (3-(4-bromophenylsulfonyl)propionic acid t-butyl ester). Reaction SMILES: [Na+].[Br:2][C:3]1[CH:8]=[CH:7][C:6]([S:9]([O-:11])=[O:10])=[CH:5][CH:4]=1.[C:12]([O:16][C:17](=[O:20])[CH:18]=[CH2:19])([CH3:15])([CH3:14])[CH3:13].C(O)C.C(O)(=O)C>C(OCC)(=O)C>[C:12]([O:16][C:17](=[O:20])[CH2:18][CH2:19][S:9]([C:6]1[CH:7]=[CH:8][C:3]([Br:2])=[CH:4][CH:5]=1)(=[O:11])=[O:10])([CH3:15])([CH3:14])[CH3:13] |f:0.1|. Procedure details: The mixture of 4-bromophenylsulfinic acid sodium salt (729 mg), 2-propenoic acid t-butyl ester (439 μl), 95% ethanol (4 ml) and acetic acid (372 μl) was stirred for 12 hours at room temperature. Further, 2-propenoic acid t-butyl ester (2.20 ml) was added to the mixture and it was refluxed for 4 hours. The reaction mixture was diluted with ethyl acetate. The mixture was washed with a saturated aqueous solution of sodium bicarbonate, a saturated aqueous solution of sodium chloride, dried over anhy...